From a dataset of the Open Reaction Database (ORD), a public repository of structured organic reaction records. describe an organic reaction: reactants, conditions, products, and yield The reactants are CN1[C@@H](CCC1)CO (((S)-1-Methyl-pyrrolidin-2-yl)-methanol), [Na] (Sodium), COC(C(C1=CC=CC=C1)(C1=CC=CC=C1)O)=O (hydroxy-diphenyl-acetic acid methyl ester), 4A. The solvent is C1(=CC=CC=C1)C (toluene). Reaction conditions: temperature 80 celsius. Product: CN1[C@@H](CCC1)COC(C(C1=CC=CC=C1)(C1=CC=CC=C1)O)=O (Hydroxy-diphenyl-acetic acid (S)-1-methyl-pyrrolidin-2-ylmethyl ester). Reaction SMILES: [CH3:1][N:2]1[CH2:6][CH2:5][CH2:4][C@H:3]1[CH2:7][OH:8].C[O:10][C:11](=O)[C:12]([OH:25])([C:19]1[CH:24]=[CH:23][CH:22]=[CH:21][CH:20]=1)[C:13]1[CH:18]=[CH:17][CH:16]=[CH:15][CH:14]=1.[Na]>C1(C)C=CC=CC=1>[CH3:1][N:2]1[CH2:6][CH2:5][CH2:4][C@H:3]1[CH2:7][O:8][C:11](=[O:10])[C:12]([OH:25])([C:19]1[CH:20]=[CH:21][CH:22]=[CH:23][CH:24]=1)[C:13]1[CH:18]=[CH:17][CH:16]=[CH:15][CH:14]=1 |^1:26|. Procedure: ((S)-1-Methyl-pyrrolidin-2-yl)-methanol (2.38 ml, 20 mmol) and hydroxy-diphenyl-acetic acid methyl ester (7.27 g, 30 mmol) are suspended in toluene (20 ml). Molecular sieve 4A (3 g) is added and the suspension is heated under stirring to 80° C. Sodium (0.46 g, 20 mmol) is added and the reaction mixture stirred at 80° C. for 3 hours. The reaction mixture is cooled to room temperature, solid filtered off, and washed with toluene. The filtrate is washed once with saturated aqueous NaHCO3 solution (... Product: C(C)OC(=O)C1=C(N=C(C(C1C1=CC(=CC=C1)Cl)C(=O)OCC)OCC)N (2-amino-4-(3-chlorophenyl)-6-ethoxy-4,5-dihydropyridine-3,5-dicarboxylic acid diethyl ester). Yield: 76.0%. The reactants are ClC=1C=C(C=O)C=CC1 (3-chlorobenzaldehyde), C(C)OC(C=C(OCC)N)=O (3-amino-3-ethoxyacrylic acid ethyl ester). Reported procedure: Upon boiling a solution of 7.1 g of 3-chlorobenzaldehyde and 15.9 g of 3-amino-3-ethoxyacrylic acid ethyl ester in 40 ml of isopropanol for 8 hours, 2-amino-4-(3-chlorophenyl)-6-ethoxy-4,5-dihydropyridine-3,5-dicarboxylic acid diethyl ester of melting point 121° C is obtained. Yield: 76% of theory. As a reaction SMILES: [Cl:1][C:2]1[CH:3]=[C:4]([CH:7]=[CH:8][CH:9]=1)[CH:5]=O.[CH2:10]([O:12][C:13](=[O:20])[CH:14]=[C:15]([NH2:19])[O:16][CH2:17][CH3:18])[CH3:11]>C(O)(C)C>[CH2:10]([O:12][C:13]([C:14]1[CH:5]([C:4]2[CH:7]=[CH:8][CH:9]=[C:2]([Cl:1])[CH:3]=2)[CH:14]([C:13]([O:12][CH2:10][CH3:11])=[O:20])[C:15]([O:16][CH2:17][CH3:18])=[N:19][C:15]=1[NH2:19])=[O:20])[CH3:11]. The solvent is C(C)(C)O (isopropanol). Yields the product COC(=O)c1cn(-c2ccnc3ccccc23)c2ccc(Cl)cc12. Starting materials: CN(C)C=O, Clc1ccnc2ccccc12, COC(=O)c1c[nH]c2ccc(Cl)cc12, [H-], [Na+], O. RXN SMILES: [CH3:29][N:30]([CH3:31])[CH:32]=[O:33].[Cl:17][c:18]1[cH:19][cH:20][n:21][c:22]2[cH:23][cH:24][cH:25][cH:26][c:27]12.[Cl:3][c:4]1[cH:5][c:6]2[c:7]([C:13](=[O:14])[O:15][CH3:16])[cH:8][nH:9][c:10]2[cH:11][cH:12]1.[H-:1].[Na+:2].[OH2:28]>>[Cl:3][c:4]1[cH:5][c:6]2[c:7]([C:13](=[O:14])[O:15][CH3:16])[cH:8][n:9](-[c:18]3[cH:19][cH:20][n:21][c:22]4[cH:23][cH:24][cH:25][cH:26][c:27]34)[c:10]2[cH:11][cH:12]1. Reactants: C(C)(CC)[Li] (Sec-butyllithium), CN(CCN(C)C)C (N,N,N',N'-tetramethylethylenediamine), BrC1=NC=C(C=C1)C (2-bromo-5-methylpyridine), [OH-].[Na+] (sodium hydroxide), N(O)S(=O)(=O)O (hydroxylamine sulphonic acid), S(=O)=O (sulphur dioxide). Solvent: O (water). Product: CC=1C=CC(=NC1)S(=O)(=O)N (5-Methyl-2-pyridinesulfonamide). Isolated yield 12.5%. As a reaction SMILES: C([Li])(CC)C.CN(C)CCN(C)C.Br[C:15]1[CH:20]=[CH:19][C:18]([CH3:21])=[CH:17][N:16]=1.S(=O)=O.[OH-].[Na+].[NH:27]([S:29](O)(=[O:31])=[O:30])O>O>[CH3:21][C:18]1[CH:19]=[CH:20][C:15]([S:29]([NH2:27])(=[O:31])=[O:30])=[N:16][CH:17]=1 |f:4.5|. Reported procedure: Sec-butyllithium (9.8 ml of 1.3M in cyclohexane) and N,N,N',N'-tetramethylethylenediamine (1.8 ml, 12.2 mmol) were added to a stirred solution of 2-bromo-5-methylpyridine (2 g, 11.6 mmol) at -78° C. under a nitrogen atmosphere. After 90 min sulphur dioxide (approximately 30 ml) was condensed into the reaction mixture using a cold finger and the reaction mixture was slowly warmed to room temperature over 12 h. The reaction mixture was concentrated to dryness and the residue dissolved in ice-water... Procedure: In step 2d, N-(3-chloro-1-(pyridin-3-yl)-1H-pyrazol-4-yl)acetamide (2-8) is alkylated with ethyl bromide (EtBr) in the presence of a base, such as sodium hydride (NaH) or sodium tert-butoxide (NaOt-Bu), in a polar aprotic solvent, such as tetrahydrofuran, at temperatures from about 20° C. to about 40° C., over a period of time of about 60 hours to about 168 hours, to yield N-(3-chloro-1-(pyridin-3-yl)-1H-pyrazol-4-yl)-N-ethylacetamide (2-9). It has been discovered that use of an iodide additive,... Starting materials: ClC1=NN(C=C1NC(C)=O)C=1C=NC=CC1 (N-(3-chloro-1-(pyridin-3-yl)-1H-pyrazol-4-yl)acetamide), C(C)Br (ethyl bromide), [H-].[Na+] (sodium hydride), CC(C)([O-])C.[Na+] (sodium tert-butoxide). Reaction SMILES: [Cl:1][C:2]1[C:6]([NH:7][C:8](=[O:10])[CH3:9])=[CH:5][N:4]([C:11]2[CH:12]=[N:13][CH:14]=[CH:15][CH:16]=2)[N:3]=1.[CH2:17](Br)[CH3:18].[H-].[Na+].CC(C)([O-])C.[Na+]>O1CCCC1>[Cl:1][C:2]1[C:6]([N:7]([CH2:17][CH3:18])[C:8](=[O:10])[CH3:9])=[CH:5][N:4]([C:11]2[CH:12]=[N:13][CH:14]=[CH:15][CH:16]=2)[N:3]=1 |f:2.3,4.5|. Solvent: O1CCCC1 (tetrahydrofuran). Yields the product ClC1=NN(C=C1N(C(C)=O)CC)C=1C=NC=CC1 (N-(3-chloro-1-(pyridin-3-yl)-1H-pyrazol-4-yl)-N-ethylacetamide). Reactants: C(C)OP(OCC)(=O)C1OC(CC1)CN1C2=NC(=NC(=C2N=C1)Cl)N ([5-(2-Amino-6-chloro-purin-9-ylmethyl)-tetrahydro-furan-2-yl]-phosphonic acid diethyl ester), CN(C)C (trimethylamine), N1C(N)=NC=2N=CNC2C1=O (guanine). The solvent is O (water), C1CCOC1 (THF). Reaction conditions: time 8 hour. The product is C(C)OP(OCC)(=O)C1OC(CC1)CN1C=2N=C(NC(C2N=C1)=O)N ([5-(2-Amino-6-oxo-1,6-dihydro-purin-9-ylmethyl)-tetrahydro-furan-2-yl]-phosphonic acid diethyl ester). Isolated yield 42.0%. As a reaction SMILES: [CH2:1]([O:3][P:4]([CH:9]1[CH2:13][CH2:12][CH:11]([CH2:14][N:15]2[CH:23]=[N:22][C:21]3[C:16]2=[N:17][C:18]([NH2:25])=[N:19][C:20]=3Cl)[O:10]1)(=[O:8])[O:5][CH2:6][CH3:7])[CH3:2].CN(C)C.N1C(=[O:40])C2NC=NC=2N=C1N>O.C1COCC1>[CH2:1]([O:3][P:4]([CH:9]1[CH2:13][CH2:12][CH:11]([CH2:14][N:15]2[CH:23]=[N:22][C:21]3[C:20](=[O:40])[NH:19][C:18]([NH2:25])=[N:17][C:16]2=3)[O:10]1)(=[O:8])[O:5][CH2:6][CH3:7])[CH3:2]. Procedure: To [5-(2-Amino-6-chloro-purin-9-ylmethyl)-tetrahydro-furan-2-yl]-phosphonic acid diethyl ester (100 mg, 0.25 mmol) in water (7 mL) and THF (5 mL) was added trimethylamine (1.6 mL, 6.4 mmol). The reaction mixture was stirred at RT under nitrogen overnight. Conversion to guanine was confirmed by UV spectroscopy. The THF was removed in vacuo and the reaction mixture lyophilized. The sample was chromatographed eluting with 10% methanol/dichloromethane to give [5-(2-Amino-6-oxo-1,6-dihydro-purin-9-yl... The reactants are BrCC1=NC2=CC(=C(C=C2C(=C1C(=O)OCC)C1=CC(=C(C=C1)OC)OC)OC)OC (ethyl 2-bromomethyl-4-(3,4-dimethoxyphenyl)-6,7-dimethoxyquinoline-3-carboxylate), C(C)NCCC (N-ethyl-N-propylamine). Product: C(C)N(CCC)CC1=NC2=CC(=C(C=C2C(=C1C(=O)OCC)C1=CC(=C(C=C1)OC)OC)OC)OC (ethyl 2-(N-ethyl-N-propylaminomethyl)-4-(3,4-dimethoxyphenyl)-6,7-dimethoxyquinoline-3-carboxylate). Reaction SMILES: Br[CH2:2][C:3]1[C:12]([C:13]([O:15][CH2:16][CH3:17])=[O:14])=[C:11]([C:18]2[CH:23]=[CH:22][C:21]([O:24][CH3:25])=[C:20]([O:26][CH3:27])[CH:19]=2)[C:10]2[C:5](=[CH:6][C:7]([O:30][CH3:31])=[C:8]([O:28][CH3:29])[CH:9]=2)[N:4]=1.[CH2:32]([NH:34][CH2:35][CH2:36][CH3:37])[CH3:33]>>[CH2:32]([N:34]([CH2:2][C:3]1[C:12]([C:13]([O:15][CH2:16][CH3:17])=[O:14])=[C:11]([C:18]2[CH:23]=[CH:22][C:21]([O:24][CH3:25])=[C:20]([O:26][CH3:27])[CH:19]=2)[C:10]2[C:5](=[CH:6][C:7]([O:30][CH3:31])=[C:8]([O:28][CH3:29])[CH:9]=2)[N:4]=1)[CH2:35][CH2:36][CH3:37])[CH3:33]. Reported procedure: According to the same manner as that described in Example 29, ethyl 2-bromomethyl-4-(3,4-dimethoxyphenyl)-6,7-dimethoxyquinoline-3-carboxylate was reacted with N-ethyl-N-propylamine to give ethyl 2-(N-ethyl-N-propylaminomethyl)-4-(3,4-dimethoxyphenyl)-6,7-dimethoxyquinoline-3-carboxylate. Colorless prisms, mp. 105°-106° C. The reactants are NN1C(C2=CC=CC=C2C(=N1)C1=C(C=C(C=C1)C)C)=O (2-amino-4-(2,4-dimethylphenyl)phthalazin-1(2H)-one), ClC1=CC=C(C=C1)CC(=O)O (2-(4-chlorophenyl)acetic acid). Yields the product ClC1=CC=C(C=C1)CC(=O)NN1C(C2=CC=CC=C2C(=N1)C1=C(C=C(C=C1)C)C)=O (2-(4-chlorophenyl)-N-[4-(2,4-dimethylphenyl)-1-oxophthalazin-2(1H)-yl]acetamide). As a reaction SMILES: [NH2:1][N:2]1[N:11]=[C:10]([C:12]2[CH:17]=[CH:16][C:15]([CH3:18])=[CH:14][C:13]=2[CH3:19])[C:9]2[C:4](=[CH:5][CH:6]=[CH:7][CH:8]=2)[C:3]1=[O:20].[Cl:21][C:22]1[CH:27]=[CH:26][C:25]([CH2:28][C:29](O)=[O:30])=[CH:24][CH:23]=1>>[Cl:21][C:22]1[CH:27]=[CH:26][C:25]([CH2:28][C:29]([NH:1][N:2]2[N:11]=[C:10]([C:12]3[CH:17]=[CH:16][C:15]([CH3:18])=[CH:14][C:13]=3[CH3:19])[C:9]3[C:4](=[CH:5][CH:6]=[CH:7][CH:8]=3)[C:3]2=[O:20])=[O:30])=[CH:24][CH:23]=1. Reported procedure: The product of Example 159A and 2-(4-chlorophenyl)acetic acid were treated using a method similar to that described in Example 17C to give the title compound. 1H NMR (400 MHz, DMSO-d6) δ ppm 11.68 (s, 1H), 8.37-8.40 (m, 1H), 7.85-7.97 (m, 2H), 7.34-7.45 (m, 4H), 7.25-7.31 (m, 1H), 7.19-7.24 (m, 2H), 7.14-7.18 (m, 1H), 3.69 (s, 2H), 2.37 (s, 3H), 2.04 (s, 3H); MS (APCI+) M/Z 418 (M+H)+. Reactants: BrC=C(C)C1=CC(=C(C=C1)OC)F (4-(1-bromoprop-1-en-2-yl)-2-fluoro-1-methoxybenzene), CN1CC=2NC3=CC=C(C=C3C2CC1)C (2,6-dimethyl-2,3,4,9-tetrahydro-1H-pyrido[3,4-b]indole), N1[C@H](C(=O)O)CCC1 (L-proline), [O-]P(=O)([O-])[O-].[K+].[K+].[K+] (K3PO4). Reagents/catalysts: [Cu]I (CuI). Run in CN(C)C=O (DMF). Reaction conditions: time 10 minute. The product is FC=1C=C(C=CC1OC)C(=CN1C2=C(C3=CC(=CC=C13)C)CCN(C2)C)C (9-(2-(3-fluoro-4-methoxyphenyl)prop-1-enyl)-2,6-dimethyl-2,3,4,9-tetrahydro-1H-pyrido[3,4-b]indole). The yield is 28.2%. As a reaction SMILES: [CH3:1][N:2]1[CH2:14][CH2:13][C:12]2[C:11]3[C:6](=[CH:7][CH:8]=[C:9]([CH3:15])[CH:10]=3)[NH:5][C:4]=2[CH2:3]1.N1CCC[C@H]1C(O)=O.[O-]P([O-])([O-])=O.[K+].[K+].[K+].Br[CH:33]=[C:34]([C:36]1[CH:41]=[CH:40][C:39]([O:42][CH3:43])=[C:38]([F:44])[CH:37]=1)[CH3:35]>CN(C=O)C.[Cu]I>[F:44][C:38]1[CH:37]=[C:36]([C:34]([CH3:35])=[CH:33][N:5]2[C:6]3[C:11](=[CH:10][C:9]([CH3:15])=[CH:8][CH:7]=3)[C:12]3[CH2:13][CH2:14][N:2]([CH3:1])[CH2:3][C:4]2=3)[CH:41]=[CH:40][C:39]=1[O:42][CH3:43] |f:2.3.4.5|. Reported procedure: 2,6-dimethyl-2,3,4,9-tetrahydro-1H-pyrido[3,4-b]indole (68 mg, 0.34 mmol) was dissolved in DMF (5 mL). To this solution was added CuI (6 mg, 0.034 mmol), L-proline (8 mg, 0.068 mmol), K3PO4 (145 mg, 0.68 mmol). The reaction mixture was stirred for 10 min at room temperature followed by addition of 4-(1-bromoprop-1-en-2-yl)-2-fluoro-1-methoxybenzene (100 mg, 0.408 mmol). The reaction mixture was heated at 80° C. overnight. Solvent was evaporated under reduced pressure, the residue was diluted wit... Reactants: CC(C)(C)OC(=O)N1CCC(O)CC1, CS(C)=O, O=[N+]([O-])c1ccc(F)cc1, [H-], [Na+], O. The product is CC(C)(C)OC(=O)N1CCC(Oc2ccc([N+](=O)[O-])cc2)CC1. As a reaction SMILES: [C:1]([CH3:2])([CH3:3])([CH3:4])[O:5][C:6](=[O:7])[N:8]1[CH2:9][CH2:10][CH:11]([OH:14])[CH2:12][CH2:13]1.[CH3:28][S:29](=[O:30])[CH3:31].[F:15][c:16]1[cH:17][cH:18][c:19]([N+:22](=[O:23])[O-:24])[cH:20][cH:21]1.[H-:25].[Na+:26].[OH2:27]>>[C:1]([CH3:2])([CH3:3])([CH3:4])[O:5][C:6](=[O:7])[N:8]1[CH2:9][CH2:10][CH:11]([O:14][c:16]2[cH:17][cH:18][c:19]([N+:22](=[O:23])[O-:24])[cH:20][cH:21]2)[CH2:12][CH2:13]1.